This data is from the Open Reaction Database (ORD), a public repository of structured organic reaction records. The task is: describe an organic reaction: reactants, conditions, products, and yield Starting materials: O=C1CC(C(NC(=O)OCc2ccccc2)C(=O)O)C(=O)N1, CO, C=[N+]=[N-]. Product: COC(=O)C(NC(=O)OCc1ccccc1)C1CC(=O)NC1=O. As a reaction SMILES: [CH2:1]([c:2]1[cH:3][cH:4][cH:5][cH:6][cH:7]1)[O:8][C:9](=[O:10])[NH:11][CH:12]([C:13](=[O:14])[OH:15])[CH:16]1[C:17](=[O:22])[NH:18][C:19](=[O:21])[CH2:20]1.[CH3:26][OH:27].[N+:23](=[N-:24])=[CH2:25]>>[CH2:1]([c:2]1[cH:3][cH:4][cH:5][cH:6][cH:7]1)[O:8][C:9](=[O:10])[NH:11][CH:12]([C:13]([O:14][CH3:25])=[O:15])[CH:16]1[C:17](=[O:22])[NH:18][C:19](=[O:21])[CH2:20]1.